This data is from the Open Reaction Database (ORD), a public repository of structured organic reaction records. The task is: describe an organic reaction: reactants, conditions, products, and yield The reactants are CCNc1nc(C#N)c(C#N)nc1Cl, [K+], C1CCOC1, [OH-], O, Oc1ccccc1. The product is CCNc1nc(C#N)c(C#N)nc1Oc1ccccc1. RXN SMILES: [C:1](#[N:2])[c:3]1[n:4][c:5]([Cl:14])[c:6]([NH:11][CH2:12][CH3:13])[n:7][c:8]1[C:9]#[N:10].[K+:23].[O:25]1[CH2:26][CH2:27][CH2:28][CH2:29]1.[OH-:22].[OH2:24].[OH:15][c:16]1[cH:17][cH:18][cH:19][cH:20][cH:21]1>>[C:1](#[N:2])[c:3]1[n:4][c:5]([O:15][c:16]2[cH:17][cH:18][cH:19][cH:20][cH:21]2)[c:6]([NH:11][CH2:12][CH3:13])[n:7][c:8]1[C:9]#[N:10].